From a dataset of the Open Reaction Database (ORD), a public repository of structured organic reaction records. describe an organic reaction: reactants, conditions, products, and yield Reactants: CC(=O)CC(=O)CC(=O)O (triacetate), CCOCC (ether), CCOCC (Ether), C[C@]12CC[C@H]3[C@H]([C@@H]1CCC2=O)CC=C4[C@@]3(CC[C@@H](C4)O)C (DHEA). The reagents and catalysts are C(C)(=O)[O-].[Ag+] (silver acetate). The solvent is N1=CC=CC=C1 (pyridine), N1=CC=CC=C1 (pyridine). Conditions: time 0.5 hour. Yields the product C(C)(=O)[C@@H]1C2=CC[C@H]3[C@@H]4C[C@H]([C@@H]([C@@]4(C)CC[C@@H]3[C@]2(CC[C@@H]1O)C)O)O (4β-acetylandrost-5-ene-3β,16α,17β-triol). Reaction SMILES: [CH3:1][C:2](CC(CC(O)=O)=O)=[O:3].[CH3:11][C@@:12]12[C:20](=[O:21])[CH2:19][CH2:18][C@H:17]1[C@@H:16]1[CH2:22][CH:23]=[C:24]3[CH2:29][C@@H:28]([OH:30])[CH2:27][CH2:26][C@:25]3([CH3:31])[C@H:15]1[CH2:14][CH2:13]2.CC[O:34]CC>N1C=CC=CC=1.C([O-])(=O)C.[Ag+]>[C:2]([C@H:29]1[C@@H:28]([OH:30])[CH2:27][CH2:26][C@@:25]2([CH3:31])[C:24]1=[CH:23][CH2:22][C@@H:16]1[C@@H:15]2[CH2:14][CH2:13][C@@:12]2([CH3:11])[C@H:17]1[CH2:18][C@@H:19]([OH:34])[C@@H:20]2[OH:21])(=[O:3])[CH3:1] |f:4.5|. Reported procedure: Compound 6 was dissolved in 30 mL of anhydrous ether and 10 mL of anhydrous pyridine. A solution of silver acetate (1.03 g, 1(914 mg, 2.98 mmol) in 5 mL of anhydrous pyridine was added. The reaction mixture was stirred under dark for 0.5 hr. A heavy greenish precipitate was deposited. Ether (50 mL) was added and precipitate was filtered off. The filtrate was under vacuum to dryness. The residue was purified by flash chromatograph on silica gel eluted with 50:50 ethyl acetate:hexanes to afford th... Reactants: Cl.N(N)C1=NCC=2C=3C(=CC=CC13)NC2 (5-Hydrazino-1,3-dihydropyrrolo[4,3,2-de]isoquinoline hydrochloride), C(C)(=O)OC(C)=O (acetic anhydride), C([O-])(O)=O.[Na+] (sodium bicarbonate). Yields the product CC1=NN=C2N1CC=1C=3C(=CC=CC23)NC1 (4,6-Dihydro-8-methylpyrrolo[4,3,2-de]-s-triazolo[3,4-a]isoquinoline). Reaction SMILES: Cl.[NH:2]([C:4]1[C:13]2[CH:12]=[CH:11][CH:10]=[C:9]3[NH:14][CH:15]=[C:7]([C:8]=23)[CH2:6][N:5]=1)[NH2:3].[C:16](OC(=O)C)(=O)[CH3:17].C(=O)(O)[O-].[Na+]>>[CH3:16][C:17]1[N:5]2[CH2:6][C:7]3[C:8]4[C:9]([NH:14][CH:15]=3)=[CH:10][CH:11]=[CH:12][C:13]=4[C:4]2=[N:2][N:3]=1 |f:0.1,3.4|. Reported procedure: 5-Hydrazino-1,3-dihydropyrrolo[4,3,2-de]isoquinoline hydrochloride (50 mg), described in Example 8, is heated at reflux with 3 ml of acetic anhydride for 2 hours. The mixture is cooled and then poured into a saturated solution of sodium bicarbonate. The resulting precipitate is collected and then dissolved in methanol. This solution is rendered acidic by the addition of HCl in ether. The mixture is treated with charcoal and concentrated to give the title compound. Yield: 44.4%. Reaction SMILES: Cl[C:2]1[CH:7]=[CH:6][C:5]([Cl:8])=[CH:4][C:3]=1[N+:9]([O-:11])=[O:10].[CH3:12][C:13]([CH3:17])([CH3:16])[CH2:14][NH2:15].C(=O)([O-])[O-].[K+].[K+].O>CN(C)C=O.[I-].[Na+]>[Cl:8][C:5]1[CH:6]=[CH:7][C:2]([NH:15][CH2:14][C:13]([CH3:17])([CH3:16])[CH3:12])=[C:3]([N+:9]([O-:11])=[O:10])[CH:4]=1 |f:2.3.4,7.8|. The product is ClC1=CC(=C(NCC(C)(C)C)C=C1)[N+](=O)[O-] (4-Chloro-N-(2,2-dimethylpropyl)-2-nitroaniline). Starting materials: ClC1=C(C=C(C=C1)Cl)[N+](=O)[O-] (2,5-dichloronitrobenzene), CC(CN)(C)C (2,2-dimethylpropylamine), C([O-])([O-])=O.[K+].[K+] (potassium carbonate), O (water). Solvent: CN(C=O)C (dimethylformamide). Reagents/catalysts: [I-].[Na+] (sodium iodide). Procedure details: 57.6 g (0.3 mol) of 2,5-dichloronitrobenzene, 26.2 g (0.3 mol) of 2,2-dimethylpropylamine, 82.9 g (0.6 mol) of potassium carbonate and 0.5 g of sodium iodide in 400 ml of dimethylformamide were heated at 80° C. for 10 h. The mixture was then added to a large amount of water and extracted with ethyl acetate. The organic phase was dried and concentrated under reduced pressure. The residue was purified by chromatography on silica gel (mobile phase: petroleum ether/toluene=16/1) to yield 32.3 g (50%... The reactants are O[C@@]1([C@]2(C)[C@@H](CC1)[C@@H]1CC[C@H]3CC(CC[C@]3(CO)[C@H]1CC2)=O)C (17β,19-dihydroxy-17α-methyl-5α-androstan-3-one), 4α,6α,17α-trimethyl-17β,19-di(2'-tetrahydropyranyloxy)-5α-androstan-3-one, C[C@H]1[C@@H]2CC[C@H]3[C@@H]4CC[C@@H]([C@@]4(C)CC[C@@H]3[C@]2(CCC1=O)CO[Si](C1=CC=CC=C1)(C1=CC=CC=C1)C1=CC=CC=C1)O[Si](C1=CC=CC=C1)(C1=CC=CC=C1)C1=CC=CC=C1 (4α-methyl-17β,19-di(triphenylsiloxy)-5α-androstan-3-one), 4α,17α-dimethyl-17β,19-di(4'-tetrahydropyranyloxy)-5α-androstan-3-one, C[C@H]1CC(C[C@@H]2C[C@H]([C@H]3[C@@H]4CC[C@@H]([C@@]4(C)CC[C@@H]3[C@@]12CO)O)C)=O (1α,7α-dimethyl-17β,19-dihydroxy-5α-androstan-3-one), 17β,19-dihydroxy-6α,17α-dimethyl-5α-androstan-3-one diacetate. Yields the product C[C@H]1CCC[C@@H]2C[C@H]([C@H]3[C@@H]4CC[C@@H]([C@@]4(C)CC[C@@H]3[C@@]12CO)O)C (1α,7α-dimethyl-5α-androstan-17β,19-diol), 6α,17α-dimethyl-5α-androstane-17β,19-diol diacetate, C[C@H]1[C@@H]2CC[C@H]3[C@@H]4CC[C@@H]([C@@]4(C)CC[C@@H]3[C@]2(CCC1)CO[Si](C1=CC=CC=C1)(C1=CC=CC=C1)C1=CC=CC=C1)O[Si](C1=CC=CC=C1)(C1=CC=CC=C1)C1=CC=CC=C1 (4α-methyl-17β,19-di(triphenylsiloxy)-5α-androstane). As a reaction SMILES: [CH3:1][C@@H:2]1[C@@:19]2([CH2:20][OH:21])[C@@H:6]([CH2:7][C@@H:8]([CH3:23])[C@@H:9]3[C@@H:18]2[CH2:17][CH2:16][C@@:14]2([CH3:15])[C@H:10]3[CH2:11][CH2:12][C@@H:13]2[OH:22])[CH2:5][C:4](=O)[CH2:3]1.[CH3:25][C@@H:26]1[C:43](=O)[CH2:42][CH2:41][C@@:40]2([CH2:45][O:46][Si:47]([C:60]3[CH:65]=[CH:64][CH:63]=[CH:62][CH:61]=3)([C:54]3[CH:59]=[CH:58][CH:57]=[CH:56][CH:55]=3)[C:48]3[CH:53]=[CH:52][CH:51]=[CH:50][CH:49]=3)[C@H:27]1[CH2:28][CH2:29][C@@H:30]1[C@@H:39]2[CH2:38][CH2:37][C@@:35]2([CH3:36])[C@H:31]1[CH2:32][CH2:33][C@@H:34]2[O:66][Si:67]([C:80]1[CH:85]=[CH:84][CH:83]=[CH:82][CH:81]=1)([C:74]1[CH:79]=[CH:78][CH:77]=[CH:76][CH:75]=1)[C:68]1[CH:73]=[CH:72][CH:71]=[CH:70][CH:69]=1.O[C@@]1(C)CC[C@H]2[C@H]3[C@H](CC[C@]12C)[C@]1(CO)[C@H](CC(=O)CC1)CC3>>[CH3:1][C@@H:2]1[C@@:19]2([CH2:20][OH:21])[C@@H:6]([CH2:7][C@@H:8]([CH3:23])[C@@H:9]3[C@@H:18]2[CH2:17][CH2:16][C@@:14]2([CH3:15])[C@H:10]3[CH2:11][CH2:12][C@@H:13]2[OH:22])[CH2:5][CH2:4][CH2:3]1.[CH3:25][C@@H:26]1[CH2:43][CH2:42][CH2:41][C@@:40]2([CH2:45][O:46][Si:47]([C:60]3[CH:61]=[CH:62][CH:63]=[CH:64][CH:65]=3)([C:48]3[CH:49]=[CH:50][CH:51]=[CH:52][CH:53]=3)[C:54]3[CH:59]=[CH:58][CH:57]=[CH:56][CH:55]=3)[C@H:27]1[CH2:28][CH2:29][C@@H:30]1[C@@H:39]2[CH2:38][CH2:37][C@@:35]2([CH3:36])[C@H:31]1[CH2:32][CH2:33][C@@H:34]2[O:66][Si:67]([C:68]1[CH:73]=[CH:72][CH:71]=[CH:70][CH:69]=1)([C:80]1[CH:81]=[CH:82][CH:83]=[CH:84][CH:85]=1)[C:74]1[CH:75]=[CH:76][CH:77]=[CH:78][CH:79]=1. Reported procedure: Substituting 1α,7α-dimethyl-17β,19-dihydroxy-5α-androstan-3-one, 4α,6α,17α-trimethyl-17β,19-di(2'-tetrahydropyranyloxy)-5α-androstan-3-one, 4α,17α-dimethyl-17β,19-di(4'-tetrahydropyranyloxy)-5α-androstan-3-one, 17β,19-dihydroxy-6α,17α-dimethyl-5α-androstan-3-one diacetate and 4α-methyl-17β,19-di(triphenylsiloxy)-5α-androstan-3-one for the 17β,19-dihydroxy-17α-methyl-5α-androstan-3-one above results in the preparation of 1α,7α-dimethyl-5α-androstan-17β,19-diol, 4α,6α,17α-trimethyl-17β,19-di(2'-te... Starting materials: N([C@@H](CO)C(=O)O)C(=O)OC(C)(C)C (Boc-Ser-OH), [H-].[Na+] (sodium hydride), C(C=C)Br (allyl bromide), [H][H] (hydrogen). Solvent: CN(C)C=O (DMF), CN(C)C=O (DMF). Conditions: time 5 hour. The product is N([C@@H](COCC=C)C(=O)O)C(=O)OC(C)(C)C (Boc-Ser(allyl)-OH). The yield is 79.9%. RXN SMILES: [NH:1]([C:8]([O:10][C:11]([CH3:14])([CH3:13])[CH3:12])=[O:9])[C@H:2]([C:5]([OH:7])=[O:6])[CH2:3][OH:4].[H-].[Na+].[H][H].[CH2:19](Br)[CH:20]=[CH2:21]>CN(C=O)C>[NH:1]([C:8]([O:10][C:11]([CH3:14])([CH3:13])[CH3:12])=[O:9])[C@H:2]([C:5]([OH:7])=[O:6])[CH2:3][O:4][CH2:21][CH:20]=[CH2:19] |f:1.2|. Procedure details: A solution of Boc-Ser-OH (1, 2.05 g, 10 mmol) in DMF (30 ml) is added to a stirred suspension of sodium hydride (60 wt % in mineral oil, 880 mg, 22 mmol) in DMF (30 ml) at 0° C. After the evolution of hydrogen gas ceased, allyl bromide (0.95 ml, 11 mmol) is added to the milk-colored solution. The resulting mixture is stirred at room temperature for 5 h to give a clear solution. The solvent is removed in vacuo, water (50 ml) is added, and the aqueous solution is extracted with ether (2×20 ml.) Th...